Dataset: the Open Reaction Database (ORD), a public repository of structured organic reaction records. Task: describe an organic reaction: reactants, conditions, products, and yield Reactants: [F-].C(CCC)[N+](CCCC)(CCCC)CCCC (Tetra-n-butyl ammonium fluoride), [Si](C)(C)(C(C)(C)C)OC[C@@H](OC=1C=C(C(=O)NC=2SC=CN2)C=C(C1)OC1=CC=C(C=C1)S(=O)(=O)C)C (3-((1S)-2-{[tert-Butyl(dimethyl)silyl]oxy}-1-methylethoxy)-5-[4-(methylsulfonyl)phenoxy]-N-1,3-thiazol-2-ylbenzamide), [F-].C(CCC)[N+](CCCC)(CCCC)CCCC (tetra-n-butyl ammonium fluoride). The solvent is C1CCOC1 (THF), C1CCOC1 (THF), C(C)OCC (diethyl ether), Cl (hydrochloric acid). Conditions: time 1.5 hour. Yields the product OC[C@@H](OC=1C=C(C(=O)NC=2SC=CN2)C=C(C1)OC1=CC=C(C=C1)S(=O)(=O)C)C (3-[(1S)-2-Hydroxy-1-methylethoxy]-5-[4-(methylsulfonyl)phenoxy]-N-1,3-thiazol-2-ylbenzamide). Isolated yield 59.0%. As a reaction SMILES: [F-].C([N+](CCCC)(CCCC)CCCC)CCC.[Si]([O:26][CH2:27][C@H:28]([CH3:55])[O:29][C:30]1[CH:31]=[C:32]([CH:41]=[C:42]([O:44][C:45]2[CH:50]=[CH:49][C:48]([S:51]([CH3:54])(=[O:53])=[O:52])=[CH:47][CH:46]=2)[CH:43]=1)[C:33]([NH:35][C:36]1[S:37][CH:38]=[CH:39][N:40]=1)=[O:34])(C(C)(C)C)(C)C>C1COCC1.C(OCC)C.Cl>[OH:26][CH2:27][C@H:28]([CH3:55])[O:29][C:30]1[CH:31]=[C:32]([CH:41]=[C:42]([O:44][C:45]2[CH:50]=[CH:49][C:48]([S:51]([CH3:54])(=[O:52])=[O:53])=[CH:47][CH:46]=2)[CH:43]=1)[C:33]([NH:35][C:36]1[S:37][CH:38]=[CH:39][N:40]=1)=[O:34] |f:0.1|. Procedure details: Tetra-n-butyl ammonium fluoride (1.0M in THF, 0.832 mL, 0.832 mmol) was added to a solution of 3-((1S)-2-{[tert-Butyl(dimethyl)silyl]oxy}-1-methylethoxy)-5-[4-(methylsulfonyl)phenoxy]-N-1,3-thiazol-2-ylbenzamide (425 mg, 0.756 mmol) in THF (5 mL) and the reaction stirred for 1.5 h. A further portion of tetra-n-butyl ammonium fluoride (0.83 mL) in THF was added and the reaction was stirred for a further 1.5 h. The reaction was then diluted with diethyl ether (40 mL) and 1M aqueous hydrochloric ac... The reactants are CCOC(=O)C(F)(F)Br, O=Cc1ccc([N+](=O)[O-])cc1, [Na+], C1CCOC1, O=S(=O)([O-])O, [Zn]. The product is CCOC(=O)C(F)(F)C(O)c1ccc([N+](=O)[O-])cc1. RXN SMILES: [Br:1][C:2]([C:3](=[O:4])[O:5][CH2:6][CH3:7])([F:8])[F:9].[N+:10](=[O:11])([O-:12])[c:13]1[cH:14][cH:15][c:16]([CH:17]=[O:18])[cH:19][cH:20]1.[Na+:26].[O:27]1[CH2:28][CH2:29][CH2:30][CH2:31]1.[S:21]([O-:22])([OH:23])(=[O:24])=[O:25].[Zn:32]>>[C:2]([C:3](=[O:4])[O:5][CH2:6][CH3:7])([F:8])([F:9])[CH:17]([c:16]1[cH:15][cH:14][c:13]([N+:10](=[O:11])[O-:12])[cH:20][cH:19]1)[OH:18]. The reactants are CN1CCCC1=O, COc1ccc(CN(c2cc(Cl)nn3c(C(=O)Nc4ccnc(Cl)c4)cnc23)C2CC2)cc1, NC1CCC(N)CC1, O. Yields the product COc1ccc(CN(c2cc(NC3CCC(N)CC3)nn3c(C(=O)Nc4ccnc(Cl)c4)cnc23)C2CC2)cc1. RXN SMILES: [CH3:42][N:43]1[CH2:44][CH2:45][CH2:46][C:47]1=[O:48].[Cl:1][c:2]1[cH:3][c:4]([N:21]([CH2:22][c:23]2[cH:24][cH:25][c:26]([O:29][CH3:30])[cH:27][cH:28]2)[CH:31]2[CH2:32][CH2:33]2)[c:5]2[n:6]([n:7]1)[c:8]([C:11](=[O:12])[NH:13][c:14]1[cH:15][c:16]([Cl:20])[n:17][cH:18][cH:19]1)[cH:9][n:10]2.[NH2:34][CH:35]1[CH2:36][CH2:37][CH:38]([NH2:41])[CH2:39][CH2:40]1.[OH2:49]>>[c:2]1([NH:41][CH:38]2[CH2:37][CH2:36][CH:35]([NH2:34])[CH2:40][CH2:39]2)[cH:3][c:4]([N:21]([CH2:22][c:23]2[cH:24][cH:25][c:26]([O:29][CH3:30])[cH:27][cH:28]2)[CH:31]2[CH2:32][CH2:33]2)[c:5]2[n:6]([n:7]1)[c:8]([C:11](=[O:12])[NH:13][c:14]1[cH:15][c:16]([Cl:20])[n:17][cH:18][cH:19]1)[cH:9][n:10]2. The reactants are CN(CCNC1=CC=C(C=C1)[N+](=O)[O-])C (4-(2-dimethylamino-ethylamino)-nitrobenzene), C(C(C)C)(=O)Cl (isobutyryl chloride). The product is CN(CCN(C(C(C)C)=O)C1=CC=C(C=C1)[N+](=O)[O-])C (4-[N-(2-dimethylamino-ethyl)-N-isobutyryl-amino]-nitrobenzene). As a reaction SMILES: [CH3:1][N:2]([CH3:15])[CH2:3][CH2:4][NH:5][C:6]1[CH:11]=[CH:10][C:9]([N+:12]([O-:14])=[O:13])=[CH:8][CH:7]=1.[C:16](Cl)(=[O:20])[CH:17]([CH3:19])[CH3:18]>>[CH3:1][N:2]([CH3:15])[CH2:3][CH2:4][N:5]([C:6]1[CH:11]=[CH:10][C:9]([N+:12]([O-:14])=[O:13])=[CH:8][CH:7]=1)[C:16](=[O:20])[CH:17]([CH3:19])[CH3:18]. Reported procedure: Prepared from 4-(2-dimethylamino-ethylamino)-nitrobenzene and isobutyryl chloride The reactants are CN(C)CC1=CC=C(O1)CSCCN (2-[(5-Dimethylaminomethyl-2-furyl)methylthio]ethylamine), C(C#CC)NC(SC)=NC#N (N-(2-butyn-1-yl)-N'-cyano-S-methylisothiourea). Product: C(#N)NC(=NCCSCC=1OC(=CC1)CN(C)C)NCC#CC (N-Cyano-N'-(2-butyn-1-yl)-N"-{2-[(5-dimethylaminomethyl-2-furyl)methylthio]ethyl}guanidine). RXN SMILES: [CH3:1][N:2]([CH2:4][C:5]1[O:9][C:8]([CH2:10][S:11][CH2:12][CH2:13][NH2:14])=[CH:7][CH:6]=1)[CH3:3].[CH2:15]([NH:19][C:20](=[N:23][C:24]#[N:25])SC)[C:16]#[C:17][CH3:18]>>[C:24]([NH:23][C:20]([NH:19][CH2:15][C:16]#[C:17][CH3:18])=[N:14][CH2:13][CH2:12][S:11][CH2:10][C:8]1[O:9][C:5]([CH2:4][N:2]([CH3:1])[CH3:3])=[CH:6][CH:7]=1)#[N:25]. Procedure: 2-[(5-Dimethylaminomethyl-2-furyl)methylthio]ethylamine is reacted in a non-reactive solvent with about an equimolar amount of N-(2-butyn-1-yl)-N'-cyano-S-methylisothiourea [prepared according to the procedure described in U.S. Pat. No. 4,112,234, the complete disclosure of which is incorporated herein by reference] and, after workup and chromatography, the title product is produced. Reactants: CCN(C(C)C)C(C)C (DIPEA), C(=O)(C(F)(F)F)OC(=O)C(F)(F)F (TFAA), O=C1CC[C@@H](N1C(=O)OC(C)(C)C)C(=O)OCC ((R)-1-tert-butyl 2-ethyl 5-oxopyrrolidine-1,2-dicarboxylate), LiEt3BH, C1CCOC1 (THF). Reagents/catalysts: CN(C)C=1C=CN=CC1 (DMAP). Solvent: CCOC(=O)C (EtOAc), C1(=CC=CC=C1)C (toluene), O (water). Reaction conditions: temperature -45 celsius, time 30 minute. Yields the product N1([C@H](CC=C1)C(=O)OCC)C(=O)OC(C)(C)C ((R)-1-tert-butyl 2-ethyl 2,3-dihydro-1H-pyrrole-1,2-dicarboxylate). Isolated yield 77.6%. As a reaction SMILES: O=[C:2]1[N:6]([C:7]([O:9][C:10]([CH3:13])([CH3:12])[CH3:11])=[O:8])[C@@H:5]([C:14]([O:16][CH2:17][CH3:18])=[O:15])[CH2:4][CH2:3]1.C1COCC1.CCN(C(C)C)C(C)C.C(OC(C(F)(F)F)=O)(C(F)(F)F)=O>C1(C)C=CC=CC=1.CN(C1C=CN=CC=1)C.CCOC(C)=O.O>[N:6]1([C:7]([O:9][C:10]([CH3:11])([CH3:13])[CH3:12])=[O:8])[CH:2]=[CH:3][CH2:4][C@@H:5]1[C:14]([O:16][CH2:17][CH3:18])=[O:15]. Reported procedure: To a solution of (R)-1-tert-butyl 2-ethyl 5-oxopyrrolidine-1,2-dicarboxylate (D24) (14.3 g, 55.58 mmol) in toluene (100 ml) cooled at −50° C., LiEt3BH 1M sol in THF (58.4 ml, 58.36 mmol) was added dropwise maintaining the reaction temperature below −45° C. After complete addition the mixture was stirred at −45° C. for 30 min. DIPEA (42 ml, 239 mmol), DMAP (102 mg, 0.83 mmol) and TFAA (8.9 ml, 63.92 mmol) were added sequentially maintaining the reaction temperature below −45° C. After complete ad... Reactants: NC1=NC(=CC(=N1)N1C[C@H](CC[C@H]1C)C(=O)NC1CC(CCC1)C)C1=CC(=C(C=C1)C#N)F ((3S,6R)-1-[2-amino-6-(4-cyano-3-fluorophenyl)-4-pyrimidinyl]-6-methyl-N-(3-methylcyclohexyl)-3-piperidinecarboxamide), CCO (EtOH), CCN(C(C)C)C(C)C (Hunig's base), NN (hydrazine). Solvent: O (Water), CO (CH3OH). Run at temperature 110 celsius. Product: NC1=NC(=CC(=N1)N1C[C@H](CC[C@H]1C)C(=O)NC1CC(CCC1)C)C1=CC=C2C(=NNC2=C1)N ((3S,6R)-1-[2-Amino-6-(3-amino-1H-indazol-6-yl)-4-pyrimidinyl]-6-methyl-N-(3-methylcyclohexyl)-3-piperidinecarboxamide). Isolated yield 17.8%. RXN SMILES: [NH2:1][C:2]1[N:7]=[C:6]([N:8]2[C@H:13]([CH3:14])[CH2:12][CH2:11][C@H:10]([C:15]([NH:17][CH:18]3[CH2:23][CH2:22][CH2:21][CH:20]([CH3:24])[CH2:19]3)=[O:16])[CH2:9]2)[CH:5]=[C:4]([C:25]2[CH:30]=[CH:29][C:28]([C:31]#[N:32])=[C:27](F)[CH:26]=2)[N:3]=1.CCO.CCN(C(C)C)C(C)C.[NH2:46][NH2:47]>O.CO>[NH2:1][C:2]1[N:7]=[C:6]([N:8]2[C@H:13]([CH3:14])[CH2:12][CH2:11][C@H:10]([C:15]([NH:17][CH:18]3[CH2:23][CH2:22][CH2:21][CH:20]([CH3:24])[CH2:19]3)=[O:16])[CH2:9]2)[CH:5]=[C:4]([C:25]2[CH:26]=[C:27]3[C:28]([C:31]([NH2:32])=[N:46][NH:47]3)=[CH:29][CH:30]=2)[N:3]=1. Procedure details: Into a microwave tube, (3S,6R)-1-[2-amino-6-(4-cyano-3-fluorophenyl)-4-pyrimidinyl]-6-methyl-N-(3-methylcyclohexyl)-3-piperidinecarboxamide (186.2 mg, 0.413 mmol), 5 mL of EtOH, Hunig's base (0.289 ml, 1.653 mmol), and hydrazine anhydrous (0.078 mL, 2.480 mmol) were added, and the yellow suspension mixture was heated overnight at 110° C. in an oil bath. LCMS showed mainly product. CH3OH (5 mL) was added to the solution. The black solid and the yellow solution were carefully separated due to the ...